This data is from the Open Reaction Database (ORD), a public repository of structured organic reaction records. The task is: describe an organic reaction: reactants, conditions, products, and yield Starting materials: CCOc1cc(C#N)ccc1CON1C(=O)c2ccccc2C1=O, CCO, NN, O. The product is CCOc1cc(C#N)ccc1CON. As a reaction SMILES: [C:1](#[N:2])[c:3]1[cH:4][c:5]([O:22][CH2:23][CH3:24])[c:6]([CH2:7][O:8][N:9]2[C:10](=[O:11])[c:12]3[cH:13][cH:14][cH:15][cH:16][c:17]3[C:18]2=[O:19])[cH:20][cH:21]1.[CH3:28][CH2:29][OH:30].[NH2:26][NH2:27].[OH2:25]>>[C:1](#[N:2])[c:3]1[cH:4][c:5]([O:22][CH2:23][CH3:24])[c:6]([CH2:7][O:8][NH2:9])[cH:20][cH:21]1. As a reaction SMILES: [CH2:57]1[O:58][CH2:59][CH2:60][CH2:61]1.[CH3:43][S:44]([Cl:45])(=[O:46])=[O:47].[CH3:51][CH2:52][O:53][C:54]([CH3:55])=[O:56].[CH:34]([N:35]([CH2:36][CH3:37])[CH:38]([CH3:39])[CH3:40])([CH3:41])[CH3:42].[Cl:48][CH2:49][Cl:50].[F:1][c:2]1[c:3](-[n:9]2[n:10][cH:11][n:12][c:13]2-[c:14]2[cH:15][c:16]3[c:22]([s:23]2)-[c:21]2[c:20]([cH:27][cH:26][c:25]([N:28]4[CH2:29][CH2:30][NH:31][CH2:32][CH2:33]4)[n:24]2)[O:19][CH2:18][CH2:17]3)[cH:4][cH:5][c:6]([F:8])[cH:7]1>>[F:1][c:2]1[c:3](-[n:9]2[n:10][cH:11][n:12][c:13]2-[c:14]2[cH:15][c:16]3[c:22]([s:23]2)-[c:21]2[c:20]([cH:27][cH:26][c:25]([N:28]4[CH2:29][CH2:30][N:31]([S:44]([CH3:43])(=[O:46])=[O:47])[CH2:32][CH2:33]4)[n:24]2)[O:19][CH2:18][CH2:17]3)[cH:4][cH:5][c:6]([F:8])[cH:7]1. The reactants are C1CCOC1, CS(=O)(=O)Cl, CCOC(C)=O, CCN(C(C)C)C(C)C, ClCCl, Fc1ccc(-n2ncnc2-c2cc3c(s2)-c2nc(N4CCNCC4)ccc2OCC3)c(F)c1. Product: CS(=O)(=O)N1CCN(c2ccc3c(n2)-c2sc(-c4ncnn4-c4ccc(F)cc4F)cc2CCO3)CC1. Reactants: C#CCOC(=O)C=CC1C(C(=O)OC(C)(C)C)C1(C)C, Cc1ccccc1, Cc1ccc(S(=O)(=O)O)cc1. Yields the product C#CCOC(=O)C=CC1C(C(=O)O)C1(C)C. As a reaction SMILES: [CH3:1][C:2]1([CH3:20])[CH:3]([C:13](=[O:14])[O:15][C:16]([CH3:17])([CH3:18])[CH3:19])[CH:4]1[CH:5]=[CH:6][C:7](=[O:8])[O:9][CH2:10][C:11]#[CH:12].[CH3:32][c:33]1[cH:34][cH:35][cH:36][cH:37][cH:38]1.[c:21]1([CH3:22])[cH:23][cH:24][c:25]([S:26]([OH:27])(=[O:28])=[O:29])[cH:30][cH:31]1>>[CH3:1][C:2]1([CH3:20])[CH:3]([C:13](=[O:14])[OH:15])[CH:4]1[CH:5]=[CH:6][C:7](=[O:8])[O:9][CH2:10][C:11]#[CH:12]. Reactants: CO (methanol), O1CC1CCCCCCCCCCCC (1,2-epoxytetradecane). Reaction conditions: temperature 60 celsius, time 3 hour. Yields the product COCC(CCCCCCCCCCCC)O (2-hydroxytetradecyl methyl ether). RXN SMILES: [CH3:1][OH:2].[O:3]1[CH:5]([CH2:6][CH2:7][CH2:8][CH2:9][CH2:10][CH2:11][CH2:12][CH2:13][CH2:14][CH2:15][CH2:16][CH3:17])[CH2:4]1>>[CH3:1][O:2][CH2:4][CH:5]([OH:3])[CH2:6][CH2:7][CH2:8][CH2:9][CH2:10][CH2:11][CH2:12][CH2:13][CH2:14][CH2:15][CH2:16][CH3:17]. Reported procedure: The same reactor that was used in Production Example 5 was charged with 64 g (2 mol) of methanol and 2 g of boron trifluoride diethyl ether complex and then the mixture was raised to 60° C. Then, 212.3 g (1 mol) of 1,2-epoxytetradecane was added dropwise to the mixture over one hour and the resulting mixture was kept as it was for 3 hours. The reaction was terminated just after confirming that 1,2-epoxytetradecane left unreacted was less than 1% by gas chromatography and then the reaction mixtur... Reaction SMILES: [C:1]([C:4]1[O:8][C:7]([S:9]([N:12]2[C:16]([C:17]3[C:18]([F:23])=[N:19][CH:20]=[CH:21][CH:22]=3)=[C:15]([F:24])[C:14]([CH2:25][N:26](C)[C:27](=O)OC(C)(C)C)=[CH:13]2)(=[O:11])=[O:10])=[CH:6][CH:5]=1)(=[O:3])[CH3:2].C(OCC)(=O)C.[ClH:41]>C(OCC)(=O)C.CC(O)C>[ClH:41].[F:24][C:15]1[C:14]([CH2:25][NH:26][CH3:27])=[CH:13][N:12]([S:9]([C:7]2[O:8][C:4]([C:1](=[O:3])[CH3:2])=[CH:5][CH:6]=2)(=[O:11])=[O:10])[C:16]=1[C:17]1[C:18]([F:23])=[N:19][CH:20]=[CH:21][CH:22]=1 |f:1.2,5.6|. Product: Cl.FC1=C(N(C=C1CNC)S(=O)(=O)C1=CC=C(O1)C(C)=O)C=1C(=NC=CC1)F (1-[5-({3-fluoro-2-(2-fluoropyridin-3-yl)-4-[(methylamino)methyl]-1H-pyrrol-1-yl}sulfonyl)-2-furyl]ethanone hydrochloride). Run at time 2 hour. The yield is 53.0%. Reported procedure: To a solution of tert-butyl {[1-[(5-acetyl-2-furyl)sulfonyl]-4-fluoro-5-(2-fluoropyridin-3-yl)-1H-pyrrol-3-yl]methyl}methylcarbamate (180 mg) in ethyl acetate (2 mL) and 2-propanol (1 mL) was added 4 mol/L hydrogen chloride-ethyl acetate solution (3 mL), and the mixture was stirred at room temperature for 2 hr. The reaction mixture was concentrated under reduced pressure, and the residue was recrystallized from a mixed solvent of ethyl acetate-ethanol to give the title compound as a white solid ... Solvent: C(C)(=O)OCC (ethyl acetate), CC(C)O (2-propanol). Reactants: C(C)(=O)C1=CC=C(O1)S(=O)(=O)N1C=C(C(=C1C=1C(=NC=CC1)F)F)CN(C(OC(C)(C)C)=O)C (tert-butyl {[1-[(5-acetyl-2-furyl)sulfonyl]-4-fluoro-5-(2-fluoropyridin-3-yl)-1H-pyrrol-3-yl]methyl}methylcarbamate), C(C)(=O)OCC.Cl (hydrogen chloride-ethyl acetate). Reactants: ClC1=CC(C(C2=CC=CC=C12)=O)=O (4-chloronaphthalene-1,2-dione), OC1(CCN(CC1)C(=O)OC(C)(C)C)CS (tert-butyl 4-hydroxy-4-(mercaptomethyl)piperidine-1-carboxylate), C([O-])([O-])=O.[K+].[K+] (potassium carbonate). The solvent is C(C)#N (acetonitrile). Run at time 2 hour. The product is O=C1C=C(C2=CC=CC=C2C1=O)SCC1(CCN(CC1)C(=O)OC(C)(C)C)O (tert-butyl 4-{[(3,4-dioxo-3,4-dihydronaphthalen-1-yl)thio]methyl}-4-hydroxypiperidine-1-carboxylate). Reaction SMILES: Cl[C:2]1[C:11]2[C:6](=[CH:7][CH:8]=[CH:9][CH:10]=2)[C:5](=[O:12])[C:4](=[O:13])[CH:3]=1.[OH:14][C:15]1([CH2:28][SH:29])[CH2:20][CH2:19][N:18]([C:21]([O:23][C:24]([CH3:27])([CH3:26])[CH3:25])=[O:22])[CH2:17][CH2:16]1.C(=O)([O-])[O-].[K+].[K+]>C(#N)C>[O:13]=[C:4]1[C:5](=[O:12])[C:6]2[C:11](=[CH:10][CH:9]=[CH:8][CH:7]=2)[C:2]([S:29][CH2:28][C:15]2([OH:14])[CH2:16][CH2:17][N:18]([C:21]([O:23][C:24]([CH3:26])([CH3:25])[CH3:27])=[O:22])[CH2:19][CH2:20]2)=[CH:3]1 |f:2.3.4|. Procedure details: To a solution of 4-chloronaphthalene-1,2-dione (1.0 g, 5.2 mmol) and tert-butyl 4-hydroxy-4-(mercaptomethyl)piperidine-1-carboxylate (1.348 g, 5.45 mmol) in acetonitrile (20 mL) was added potassium carbonate (2.16 g, 15.6 mmol). The reaction was stirred at room temperature for 2 hours. To the reaction mixture was then added EtOAc (40 mL) and the reaction mixture filtered through celite. The solvent was then removed under reduced pressure. The crude foamy residue was dissolved in EtOAc (40 mL) an... Starting materials: C1(=CC=CC=C1)C1=NOC(=C1)COC1=NC=NC2=CC=CC=C12 (4-((3-phenyl-isoxazol-5-yl)-methoxy-)-quinazoline), ClCCl (dichloromethane), C(C)(=O)O (acetic acid). Yields the product C(C)(=O)O.C1(=CC=CC=C1)C1=NOC(=C1)COC1=NC=NC2=CC=CC=C12 (4-((3-phenyl-isoxazol-5-yl)-methoxy-)-quinazoline acetate). Yield: 58.0%. As a reaction SMILES: [C:1]1([C:7]2[CH:11]=[C:10]([CH2:12][O:13][C:14]3[C:23]4[C:18](=[CH:19][CH:20]=[CH:21][CH:22]=4)[N:17]=[CH:16][N:15]=3)[O:9][N:8]=2)[CH:6]=[CH:5][CH:4]=[CH:3][CH:2]=1.ClCCl.[C:27]([OH:30])(=[O:29])[CH3:28]>>[C:27]([OH:30])(=[O:29])[CH3:28].[C:1]1([C:7]2[CH:11]=[C:10]([CH2:12][O:13][C:14]3[C:23]4[C:18](=[CH:19][CH:20]=[CH:21][CH:22]=4)[N:17]=[CH:16][N:15]=3)[O:9][N:8]=2)[CH:2]=[CH:3][CH:4]=[CH:5][CH:6]=1 |f:3.4|. Reported procedure: 0.5 mmol of 4-((3-phenyl-isoxazol-5-yl)-methoxy-)-quinazoline was added to a 50 mL single-necked round-bottom flask containing 10 mL of dry dichloromethane. 2 mL of glacial acetic acid was added under stirring. The mixture was stirred for 1-2 hours at 30-40, cooled down, and then crystallized under refrigeration, filtered and dried under vacuum to afford 4-((3-phenyl-isoxazol-5-yl)-methoxy-)-quinazoline acetate as a colorless solid in 58% yield.